From a dataset of the Open Reaction Database (ORD), a public repository of structured organic reaction records. describe an organic reaction: reactants, conditions, products, and yield The reactants are C(C)N(C1=NC=C(C=C1)N=C=S)CC ((2-diethylaminopyridin-5-yl) isothiocyanate), 0.86, CNN (methylhydrazine). The solvent is C(C)O (ethanol). The product is C(C)N(C1=NC=C(C=C1)NC(N(N)C)=S)CC (4-(2-diethylaminopyridin-5-yl)-2-methyl-3-thiosemicarbazide). Reaction SMILES: [CH2:1]([N:3]([CH2:13][CH3:14])[C:4]1[CH:9]=[CH:8][C:7]([N:10]=[C:11]=[S:12])=[CH:6][N:5]=1)[CH3:2].[CH3:15][NH:16][NH2:17]>C(O)C>[CH2:13]([N:3]([CH2:1][CH3:2])[C:4]1[CH:9]=[CH:8][C:7]([NH:10][C:11](=[S:12])[N:16]([CH3:15])[NH2:17])=[CH:6][N:5]=1)[CH3:14]. Reported procedure: Following procedures similar to those employed in Step A of Example 2, the reaction of 3.5 g (0.017 mole) of (2-diethylaminopyridin-5-yl) isothiocyanate with 0.86 (0.019 mole) of methylhydrazine in 150 ml of ethanol yielded 2.5 g of 4-(2-diethylaminopyridin-5-yl)-2-methyl-3-thiosemicarbazide as a solid, mp 147°-149° C. The nmr spectrum was consistent with the proposed structure.